Dataset: the Open Reaction Database (ORD), a public repository of structured organic reaction records. Task: describe an organic reaction: reactants, conditions, products, and yield Reactants: C(C)(C)(C)OC(CCOCCOCCOCCOCCN=[N+]=[N-])=O (15-Azido-4,7,10,13-tetraoxapentadecanoic Acid tert-Butyl Ester). Reagents/catalysts: [Pd] (Pd/C). Run in C(C)O (ethanol). Run at time 8 hour. Product: C(C)(C)(C)OC(CCOCCOCCOCCOCCN)=O (15-Amino-4,7,10,13-tetraoxapentadecanoic Acid tert-Butyl Ester). Yield: 89.4%. Reaction SMILES: [C:1]([O:5][C:6](=[O:24])[CH2:7][CH2:8][O:9][CH2:10][CH2:11][O:12][CH2:13][CH2:14][O:15][CH2:16][CH2:17][O:18][CH2:19][CH2:20][N:21]=[N+]=[N-])([CH3:4])([CH3:3])[CH3:2]>C(O)C.[Pd]>[C:1]([O:5][C:6](=[O:24])[CH2:7][CH2:8][O:9][CH2:10][CH2:11][O:12][CH2:13][CH2:14][O:15][CH2:16][CH2:17][O:18][CH2:19][CH2:20][NH2:21])([CH3:2])([CH3:4])[CH3:3]. Procedure: The crude material 18a (3.0 g, 8.0 mmol) was dissolved in ethanol (20 mL) and 300 mg of 10% Pd/C was added. The system was evacuated under vacuum and placed under 1 atm of hydrogen gas via balloon with vigorous stirring, and repeated 4 times to ensure a pure hydrogen atmosphere. The reaction was then stirred overnight at room temperature. TLC showed that the reaction was complete after 16 hrs. The crude reaction was passed through a short pad of celite rinsing with ethyl acetate. The solvent was...